Dataset: the Open Reaction Database (ORD), a public repository of structured organic reaction records. Task: describe an organic reaction: reactants, conditions, products, and yield Reactants: ClC=1C=CC(=C(C1)C1=CC(N(C=C1OC)C(C(=O)O)CC1(CCC1)C(F)(F)F)=O)C#N (2-[4-(5-chloro-2-cyanophenyl)-5-methoxy-2-oxopyridin-1(2H)-yl]-3-[1-(trifluoromethyl)cyclobutyl]propanoic acid), NC1=CC=C(C(=O)OC(C)(C)C)C=C1 (tert-butyl 4-aminobenzoate). The product is ClC=1C=CC(=C(C1)C1=CC(N(C=C1OC)C(C(=O)NC1=CC=C(C(=O)OC(C)(C)C)C=C1)CC1(CCC1)C(F)(F)F)=O)C#N (tert-Butyl 4-({2-[4-(5-chloro-2-cyanophenyl)-5-methoxy-2-oxopyridin-1(2H)-yl]-3-[1-(trifluoromethyl)-cyclobutyl]propanoyl}amino)benzoate). Reaction SMILES: [Cl:1][C:2]1[CH:3]=[CH:4][C:5]([C:30]#[N:31])=[C:6]([C:8]2[C:13]([O:14][CH3:15])=[CH:12][N:11]([CH:16]([CH2:20][C:21]3([C:25]([F:28])([F:27])[F:26])[CH2:24][CH2:23][CH2:22]3)[C:17](O)=[O:18])[C:10](=[O:29])[CH:9]=2)[CH:7]=1.[NH2:32][C:33]1[CH:45]=[CH:44][C:36]([C:37]([O:39][C:40]([CH3:43])([CH3:42])[CH3:41])=[O:38])=[CH:35][CH:34]=1>>[Cl:1][C:2]1[CH:3]=[CH:4][C:5]([C:30]#[N:31])=[C:6]([C:8]2[C:13]([O:14][CH3:15])=[CH:12][N:11]([CH:16]([CH2:20][C:21]3([C:25]([F:27])([F:28])[F:26])[CH2:24][CH2:23][CH2:22]3)[C:17]([NH:32][C:33]3[CH:45]=[CH:44][C:36]([C:37]([O:39][C:40]([CH3:41])([CH3:42])[CH3:43])=[O:38])=[CH:35][CH:34]=3)=[O:18])[C:10](=[O:29])[CH:9]=2)[CH:7]=1. Reported procedure: 90 mg (purity 69%, 0.14 mmol) of 2-[4-(5-chloro-2-cyanophenyl)-5-methoxy-2-oxopyridin-1(2H)-yl]-3-[1-(trifluoromethyl)cyclobutyl]propanoic acid (racemate) and 29 mg (0.15 mmol, 1.1 eq.) of tert-butyl 4-aminobenzoate were reacted according to General Method 5A. Yield: 58 mg (67% of theory)